From a dataset of the Open Reaction Database (ORD), a public repository of structured organic reaction records. describe an organic reaction: reactants, conditions, products, and yield Reactants: C(C)OC([C@H](CC1=CC=C(C=C1)OCCBr)OC)=O ((2S)-3-[4-(2-bromo-ethoxy)-phenyl]-2-methoxy-propionic acid ethyl ester), COC1=C(C=CC=C1)O (2-methoxy-phenol), CO[C@H](C(=O)O)CC1=CC=C(C=C1)OCCCOC1=CC=CC=C1 ((2S)-2-methoxy-3-[4-(3-phenoxy-propoxy)-phenyl]-propionic acid). Yields the product CO[C@H](C(=O)O)CC1=CC=C(C=C1)OCCOC1=C(C=CC=C1)OC ((2S)-2-methoxy-3-{4-[2-(2-methoxy-phenoxy)-ethoxy]-phenyl}-propionic acid). Reaction SMILES: C([O:3][C:4](=[O:19])[C@@H:5]([O:17][CH3:18])[CH2:6][C:7]1[CH:12]=[CH:11][C:10]([O:13][CH2:14][CH2:15]Br)=[CH:9][CH:8]=1)C.[CH3:20][O:21][C:22]1[CH:27]=[CH:26][CH:25]=[CH:24][C:23]=1[OH:28].CO[C@@H](CC1C=CC(OCCCOC2C=CC=CC=2)=CC=1)C(O)=O>>[CH3:18][O:17][C@@H:5]([CH2:6][C:7]1[CH:8]=[CH:9][C:10]([O:13][CH2:14][CH2:15][O:28][C:23]2[CH:24]=[CH:25][CH:26]=[CH:27][C:22]=2[O:21][CH3:20])=[CH:11][CH:12]=1)[C:4]([OH:3])=[O:19]. Procedure: The title compound was prepared from (2S)-3-[4-(2-bromo-ethoxy)-phenyl]-2-methoxy-propionic acid ethyl ester (Example 283, Step 2) and 2-methoxy-phenol via the same procedure used for the preparation of (2S)-2-methoxy-3-[4-(3-phenoxy-propoxy)-phenyl]-propionic acid (Example 285, Step 1), to produce a white solid. MS (ES) for C19H22O6 [M+Na]+: 369.4. The reactants are C(C)(=O)[O-].[Na+] (sodium acetate), Cl.NO (hydroxylamine hydrochloride), C(C)(=O)C1=CC=C(C(=O)NC2=C(C=C(C=C2C)C(C(F)(F)F)(C(F)(F)F)F)CC)C=C1 (4-Acetyl-N-[2-ethyl-4-(1,1,1,2,3,3,3-heptafluoropropan-2-yl)-6-methylphenyl]-benzamide). Solvent: O (water), C(C)O (ethanol). Yields the product C(C)C1=C(C(=CC(=C1)C(C(F)(F)F)(C(F)(F)F)F)C)NC(C1=CC=C(C=C1)C(C)=NO)=O (N-[2-ethyl-4-(1,1,1,2,3,3,3-heptafluoropropan-2-yl)-6-methylphenyl]-4-[N-hydroxyethaneimidoyl]benzamide). Yield: 104.8%. Reaction SMILES: [C:1]([C:4]1[CH:31]=[CH:30][C:7]([C:8]([NH:10][C:11]2[C:16]([CH3:17])=[CH:15][C:14]([C:18]([F:27])([C:23]([F:26])([F:25])[F:24])[C:19]([F:22])([F:21])[F:20])=[CH:13][C:12]=2[CH2:28][CH3:29])=[O:9])=[CH:6][CH:5]=1)(=O)[CH3:2].C([O-])(=O)C.[Na+].Cl.[NH2:38][OH:39]>C(O)C.O>[CH2:28]([C:12]1[CH:13]=[C:14]([C:18]([F:27])([C:19]([F:22])([F:20])[F:21])[C:23]([F:25])([F:24])[F:26])[CH:15]=[C:16]([CH3:17])[C:11]=1[NH:10][C:8](=[O:9])[C:7]1[CH:6]=[CH:5][C:4]([C:1](=[N:38][OH:39])[CH3:2])=[CH:31][CH:30]=1)[CH3:29] |f:1.2,3.4|. Reported procedure: 4-Acetyl-N-[2-ethyl-4-(1,1,1,2,3,3,3-heptafluoropropan-2-yl)-6-methylphenyl]-benzamide (2.2 g) was dissolved in ethanol (15 ml) and water (15 ml). To the solution, sodium acetate (0.6 g) and hydroxylamine hydrochloride (0.30 g) were added and the mixture was refluxed under heating for 4 hours. The reaction solution was extracted twice with ethyl acetate. The organic phases were combined, washed with water and dried over anhydrous magnesium sulfate. After filtering off the drying agent, the solve...